From a dataset of the Open Reaction Database (ORD), a public repository of structured organic reaction records. describe an organic reaction: reactants, conditions, products, and yield Solvent: C(C)(=O)OCC (ethyl acetate), [OH-].[Na+] (sodium hydroxide). Procedure details: 0.1 g of 10% palladinised charcoal is added to a solution of 0.35 g of benzyl 2-{3-{3-{2-[(2R,4R)-4-tert-butoxycarbonyl-2-(2-fluorophenyl)-3-thiazolidinyl]-2-oxoethyl}ureido}phenyl}propionate (B form) in 40 cm3 of ethyl acetate. The suspension is stirred for 48 hours at a temperature in the vicinity of 25° C. under a hydrogen atmosphere (100 kPa). The catalyst is then separated by filtration and the filtrate is concentrated to dryness under reduced pressure at 40° C. The residue obtained is diss... Run at temperature 25 celsius, time 48 hour. Yield: 40.1%. Product: C(C)(C)(C)OC(=O)[C@H]1N([C@H](SC1)C1=C(C=CC=C1)F)C(CNC(NC=1C=C(C=CC1)C(C(=O)O)C)=O)=O (2-{3-{3-{2-[(2R,4R)-4-tert-butoxycarbonyl-2-(2-fluorophenyl)-3-thiazolidinyl]-2-oxoethyl}ureido}-phenyl}propionic acid). As a reaction SMILES: C.[C:2]([O:6][C:7]([C@@H:9]1[CH2:13][S:12][C@H:11]([C:14]2[CH:19]=[CH:18][CH:17]=[CH:16][C:15]=2[F:20])[N:10]1[C:21](=[O:45])[CH2:22][NH:23][C:24](=[O:44])[NH:25][C:26]1[CH:27]=[C:28]([CH:32]([CH3:43])[C:33]([O:35]CC2C=CC=CC=2)=[O:34])[CH:29]=[CH:30][CH:31]=1)=[O:8])([CH3:5])([CH3:4])[CH3:3]>C(OCC)(=O)C.[OH-].[Na+]>[C:2]([O:6][C:7]([C@@H:9]1[CH2:13][S:12][C@H:11]([C:14]2[CH:19]=[CH:18][CH:17]=[CH:16][C:15]=2[F:20])[N:10]1[C:21](=[O:45])[CH2:22][NH:23][C:24](=[O:44])[NH:25][C:26]1[CH:27]=[C:28]([CH:32]([CH3:43])[C:33]([OH:35])=[O:34])[CH:29]=[CH:30][CH:31]=1)=[O:8])([CH3:4])([CH3:3])[CH3:5] |f:3.4|. The reactants are C (charcoal), C(C)(C)(C)OC(=O)[C@H]1N([C@H](SC1)C1=C(C=CC=C1)F)C(CNC(NC=1C=C(C=CC1)C(C(=O)OCC1=CC=CC=C1)C)=O)=O (benzyl 2-{3-{3-{2-[(2R,4R)-4-tert-butoxycarbonyl-2-(2-fluorophenyl)-3-thiazolidinyl]-2-oxoethyl}ureido}phenyl}propionate). The reactants are O=C(O)Cc1ccccc1CBr, C1CCOC1, C[Si](C)(C)C=[N+]=[N-]. The product is COC(=O)Cc1ccccc1CBr. Reaction SMILES: [Br:1][CH2:2][c:3]1[c:4]([CH2:9][C:10](=[O:11])[OH:12])[cH:5][cH:6][cH:7][cH:8]1.[CH2:20]1[O:21][CH2:22][CH2:23][CH2:24]1.[CH3:13][Si:14]([CH:15]=[N+:16]=[N-:17])([CH3:18])[CH3:19]>>[Br:1][CH2:2][c:3]1[c:4]([CH2:9][C:10](=[O:11])[O:12][CH3:13])[cH:5][cH:6][cH:7][cH:8]1.